From a dataset of the Open Reaction Database (ORD), a public repository of structured organic reaction records. describe an organic reaction: reactants, conditions, products, and yield Starting materials: C(C)(=O)Cl (acetyl chloride), C(C1=CC=CC=C1)OC1=C(C=C(C(=C1)OCC1=CC=CC=C1)Cl)C1=C(C(=NO1)C(=O)NCC)N (5-[2,4-bis(benzyloxy)-5-chlorophenyl]-4-amino-N-ethylisoxazole-3-carboxamide), TEA. Run in C(Cl)Cl (DCM), C(Cl)Cl (DCM). Conditions: time 5 hour. Yields the product C(C)NC(=O)C1=NOC(=C1NC(C)=O)C1=C(C=C(C(=C1)Cl)OCC1=CC=CC=C1)OCC1=CC=CC=C1 (4-acetylamino-5-(2,4-bis-benzyloxy-5-chloro-phenyl)-isoxazole-3-carboxylic acid ethylamide). RXN SMILES: [C:1](Cl)(=[O:3])[CH3:2].[CH2:5]([O:12][C:13]1[CH:18]=[C:17]([O:19][CH2:20][C:21]2[CH:26]=[CH:25][CH:24]=[CH:23][CH:22]=2)[C:16]([Cl:27])=[CH:15][C:14]=1[C:28]1[O:32][N:31]=[C:30]([C:33]([NH:35][CH2:36][CH3:37])=[O:34])[C:29]=1[NH2:38])[C:6]1[CH:11]=[CH:10][CH:9]=[CH:8][CH:7]=1>C(Cl)Cl>[CH2:36]([NH:35][C:33]([C:30]1[C:29]([NH:38][C:1](=[O:3])[CH3:2])=[C:28]([C:14]2[CH:15]=[C:16]([Cl:27])[C:17]([O:19][CH2:20][C:21]3[CH:26]=[CH:25][CH:24]=[CH:23][CH:22]=3)=[CH:18][C:13]=2[O:12][CH2:5][C:6]2[CH:7]=[CH:8][CH:9]=[CH:10][CH:11]=2)[O:32][N:31]=1)=[O:34])[CH3:37]. Procedure: To a solution of acetyl chloride (1.45 mmol) in DCM were added 5-[2,4-bis(benzyloxy)-5-chlorophenyl]-4-amino-N-ethylisoxazole-3-carboxamide (1.45 mmol, 700 mg) and TEA (1.74 mmol, 0.24 ml) dropwise. The mixture was stirred for 5 h, diluted with DCM and washed HCl 1N. The organic extract was dried and filtered. Solvents were removed under vacuo to give the crude residue that was purified by flash chromatography on silica gel. The reactants are NO (aminoalcohol), C(C)(=O)OC(C)=O (acetic anhydride), C(CCCCC)=O (hexanal), C(C)[Zn]CC (diethylzinc). The solvent is CCCCCC (hexane), C1(=CC=CC=C1)C (toluene), CCOCC (ether). Reaction conditions: time 3 day. Yields the product C(C)(=O)OC(CC)CCCCC ((+)-3-octyl acetate). Isolated yield 66.0%. As a reaction SMILES: NO.[CH:3](=[O:9])[CH2:4][CH2:5][CH2:6][CH2:7][CH3:8].C([Zn][CH2:13][CH3:14])C.[C:15](OC(=O)C)(=[O:17])[CH3:16]>CCCCCC.CCOCC.C1(C)C=CC=CC=1>[C:15]([O:9][CH:3]([CH2:4][CH2:5][CH2:6][CH2:7][CH3:8])[CH2:13][CH3:14])(=[O:17])[CH3:16]. Reported procedure: To a vial containing aminoalcohol 1 (0.05 g, 0.17 mmol) prepared as in Example 1 was added a solution containing freshly distilled hexanal (0.30 g, 3.0 mmol), toluene (3.0 mL), and 1 M diethylzinc in hexane (6.0 mL). After 3 days at room temperature, acetic anhydride (1.2 mL, 13 mmol) was added. After 2 additional days, the mixture was diluted in ether (50 mL) and the reaction was quenched by dropwise addition of half-saturated aqueous ammonium chloride (50 mL). The ether layer was separated and... Starting materials: C=O (formaldehyde), C(C1=CC=CC=C1)OC=1C(=NC(=NC1C)N)CCCCCCCCCCCCCCCC (5-(benzyloxy)-4-hexadecyl-6-methylpyrimidin-2-amine), [BH3-]C#N.[Na+] (NaCNBH3). Solvent: CO (methanol). Run at temperature 23 celsius, time 3 hour. The product is C(C1=CC=CC=C1)OC=1C(=NC(=NC1C)N(C)C)CCCCCCCCCCCCCCCC (5-(benzyloxy)-4-hexadecyl-N,N,6-trimethylpyrimidin-2-amine). RXN SMILES: [CH2:1]([O:8][C:9]1[C:10]([CH2:17][CH2:18][CH2:19][CH2:20][CH2:21][CH2:22][CH2:23][CH2:24][CH2:25][CH2:26][CH2:27][CH2:28][CH2:29][CH2:30][CH2:31][CH3:32])=[N:11][C:12](N)=[N:13][C:14]=1[CH3:15])[C:2]1[CH:7]=[CH:6][CH:5]=[CH:4][CH:3]=1.[CH2:33]=O.[BH3-][C:36]#[N:37].[Na+]>CO>[CH2:1]([O:8][C:9]1[C:10]([CH2:17][CH2:18][CH2:19][CH2:20][CH2:21][CH2:22][CH2:23][CH2:24][CH2:25][CH2:26][CH2:27][CH2:28][CH2:29][CH2:30][CH2:31][CH3:32])=[N:11][C:12]([N:37]([CH3:36])[CH3:33])=[N:13][C:14]=1[CH3:15])[C:2]1[CH:7]=[CH:6][CH:5]=[CH:4][CH:3]=1 |f:2.3|. Reported procedure: To a stirred solution containing 230 mg (0.52 mmol) of 5-(benzyloxy)-4-hexadecyl-6-methylpyrimidin-2-amine in 4 mL of methanol were added 4 mL of 35% aq. formaldehyde followed by 263 mg (4.18 mmol) of NaCNBH3. The reaction mixture was stirred at 23° C. for 3 h. The reaction mixture was quenched with acetic acid until bubbling ceased then poured into 20 mL of water and extracted with two 40-mL portions of ethyl acetate. The combined organic layer was washed with one 40-mL portion of saturated aq.... Reactants: C(C1=CC=CC=C1)NCCC(=O)NC1=CC=C(C=C1)C=1C(CC(NN1)=O)C (6-[4-(3-benzylaminopropionamido)phenyl]-5-methyl-4,5-dihydro-3(2H)-pyridazinone), C(C=C)C1=C(OCC2CO2)C=CC(=C1)CCOCC1CC1 (1-[2-allyl-4-[2-(cyclopropylmethoxy)ethyl]phenoxy]-2,3-epoxypropane). The solvent is C(CC)O (n-propanol). Product: OC(CNCCC(=O)NC1=CC=C(C=C1)C=1C(CC(NN1)=O)C)C(OC1=C(C=C(C=C1)CCOCC1CC1)CC=C)CC1=CC=CC=C1 (6-[4-[3-[2-hydroxy-3-[2-allyl-4-(2-(cyclopropylmethoxy)ethyl)phenoxy]-N-benzylpropylamino]propionamido]phenyl]-5-methyl-4,5-dihydro-3(2H)-pyridazinone). Yield: 89.9%. RXN SMILES: C([NH:8][CH2:9][CH2:10][C:11]([NH:13][C:14]1[CH:19]=[CH:18][C:17]([C:20]2[CH:21]([CH3:27])[CH2:22][C:23](=[O:26])[NH:24][N:25]=2)=[CH:16][CH:15]=1)=[O:12])C1C=CC=CC=1.[CH2:28]([C:31]1[CH:41]=[C:40]([CH2:42][CH2:43][O:44][CH2:45][CH:46]2[CH2:48][CH2:47]2)[CH:39]=[CH:38][C:32]=1[O:33][CH2:34][CH:35]1[O:37][CH2:36]1)[CH:29]=[CH2:30]>C(O)CC>[OH:37][CH:35]([CH:34]([CH2:20][C:17]1[CH:18]=[CH:19][CH:14]=[CH:15][CH:16]=1)[O:33][C:32]1[CH:38]=[CH:39][C:40]([CH2:42][CH2:43][O:44][CH2:45][CH:46]2[CH2:48][CH2:47]2)=[CH:41][C:31]=1[CH2:28][CH:29]=[CH2:30])[CH2:36][NH:8][CH2:9][CH2:10][C:11]([NH:13][C:14]1[CH:15]=[CH:16][C:17]([C:20]2[CH:21]([CH3:27])[CH2:22][C:23](=[O:26])[NH:24][N:25]=2)=[CH:18][CH:19]=1)=[O:12]. Reported procedure: A mixture of 6-[4-(3-benzylaminopropionamido)phenyl]-5-methyl-4,5-dihydro-3(2H)-pyridazinone (5.5 g; 0.015 mol), 1-[2-allyl-4-[2-(cyclopropylmethoxy)ethyl]phenoxy]-2,3-epoxypropane (8.65 g; 0.03 mol) and n-propanol (100 ml) was stirred under reflux for 24 hours. The mixture was cooled, filtered and the filtrate was evaporated under reduced pressure and chromatographed on a silica gel column, using ethyl acetate as eluant, to give as a glass 6-[4-[3-[2-hydroxy-3-[2-allyl-4-(2-(cyclopropylmethoxy)... The reactants are C(C)OC(=O)C1(CC1)C1=CC=C(C=C1)C1=CC=C(C=C1)C1=C(C(=NO1)C)N (1-[4′-(4-amino-3-methyl-isoxazol-5-yl)-biphenyl-4-yl]-cyclopropanecarboxylic acid ethyl ester), BrC=1C=NC=C(C1)C1=C(C=CC=C1)Cl (3-bromo-5-(2-chloro-phenyl)-pyridine). The product is C(C)OC(=O)C1(CC1)C1=CC=C(C=C1)C1=CC=C(C=C1)C1=C(C(=NO1)C)NC=1C=NC=C(C1)C1=C(C=CC=C1)Cl (1-(4′-{4-[5-(2-Chloro-phenyl)-pyridin-3-ylamino]-3-methyl-isoxazol-5-yl}-biphenyl-4-yl)-cyclopropanecarboxylic acid ethyl ester). Reaction SMILES: [CH2:1]([O:3][C:4]([C:6]1([C:9]2[CH:14]=[CH:13][C:12]([C:15]3[CH:20]=[CH:19][C:18]([C:21]4[O:25][N:24]=[C:23]([CH3:26])[C:22]=4[NH2:27])=[CH:17][CH:16]=3)=[CH:11][CH:10]=2)[CH2:8][CH2:7]1)=[O:5])[CH3:2].Br[C:29]1[CH:30]=[N:31][CH:32]=[C:33]([C:35]2[CH:40]=[CH:39][CH:38]=[CH:37][C:36]=2[Cl:41])[CH:34]=1>>[CH2:1]([O:3][C:4]([C:6]1([C:9]2[CH:10]=[CH:11][C:12]([C:15]3[CH:20]=[CH:19][C:18]([C:21]4[O:25][N:24]=[C:23]([CH3:26])[C:22]=4[NH:27][C:29]4[CH:30]=[N:31][CH:32]=[C:33]([C:35]5[CH:40]=[CH:39][CH:38]=[CH:37][C:36]=5[Cl:41])[CH:34]=4)=[CH:17][CH:16]=3)=[CH:13][CH:14]=2)[CH2:8][CH2:7]1)=[O:5])[CH3:2]. Procedure: Prepared according to the procedure described in Example 68, Step 2, using 1-[4′-(4-amino-3-methyl-isoxazol-5-yl)-biphenyl-4-yl]-cyclopropanecarboxylic acid ethyl ester and 3-bromo-5-(2-chloro-phenyl)-pyridine. The reactants are N(=[N+]=[N-])CC(=O)NCC(C1=C(C=CC(=C1)OC)OC)=O (2-azido-N-(β-Oxo-2,5-dimethoxy phenehyl)-acetamide), [BH4-].[Na+] (sodium boro hydride), C(C)(=O)O (acetic acid). The solvent is CO (Methanol), CO (methanol). Run at temperature 0 celsius. Product: N(=[N+]=[N-])CC(=O)NCC(C1=C(C=CC(=C1)OC)OC)O (2-Azido-N-(β-hydroxy-2,5-dimethoxy phenethyl)acetamide). Isolated yield 95.0%. RXN SMILES: [N:1]([CH2:4][C:5]([NH:7][CH2:8][C:9](=[O:20])[C:10]1[CH:15]=[C:14]([O:16][CH3:17])[CH:13]=[CH:12][C:11]=1[O:18][CH3:19])=[O:6])=[N+:2]=[N-:3].[BH4-].[Na+].C(O)(=O)C>CO>[N:1]([CH2:4][C:5]([NH:7][CH2:8][CH:9]([OH:20])[C:10]1[CH:15]=[C:14]([O:16][CH3:17])[CH:13]=[CH:12][C:11]=1[O:18][CH3:19])=[O:6])=[N+:2]=[N-:3] |f:1.2|. Procedure details: In a four neck round bottomed flask 32.4 gm (0.11 mole) of 2-azido-N-(β-Oxo-2,5-dimethoxy phenehyl)-acetamide is prepared according to the step (c) and 260 ml methanol is charged and cooled to 0° C. To this 3.24 gm (0.08 mole) sodium boro hydride is added slowly over a period. After completion of the addition, the reaction mass temperature is raised to 10° C. After completion of the reaction, 10 ml of acetic acid is added. Methanol is stripped off under reduced pressure and the residue obtained ... Starting materials: C(C)OC(C1=C(N=CC=C1)Cl)=O (ethyl-2-chloronicotinate), C1(=CC=CC=C1)C=1OC=C(N1)B1OC(C(O1)(C)C)(C)C (2-phenyl-4-(4,4,5,5-tetramethyl-1,3,2-dioxaborolan-2-yl)oxazole), O (Water), C(=O)([O-])[O-].[K+].[K+] (K2CO3). The reagents and catalysts are C(C)(C)C1=C(C(=CC=C1)C(C)C)N1C(N(C=C1)C1=C(C=CC=C1C(C)C)C(C)C)=[Pd-3](C1=NC=CC=C1Cl)(Cl)Cl ([1,3-Bis(2,6-Diisopropylphenyl)imidazol-2-ylidene](3-chloropyridyl)palladium(II) dichloride). Solvent: O1CCOCC1 (dioxane). Run at temperature 65 celsius. Product: C1(=CC=CC=C1)C=1OC=C(N1)C1=C(C(=O)OCC)C=CC=N1 (Ethyl 2-(2-phenyloxazol-4-yl)nicotinate). Yield: 42.0%. Reaction SMILES: [CH2:1]([O:3][C:4](=[O:12])[C:5]1[CH:10]=[CH:9][CH:8]=[N:7][C:6]=1Cl)[CH3:2].[C:13]1([C:19]2[O:20][CH:21]=[C:22](B3OC(C)(C)C(C)(C)O3)[N:23]=2)[CH:18]=[CH:17][CH:16]=[CH:15][CH:14]=1.C([O-])([O-])=O.[K+].[K+].O>O1CCOCC1.C(C1C=CC=C(C(C)C)C=1N1C=CN(C2C(C(C)C)=CC=CC=2C(C)C)C1=[Pd-3](Cl)(Cl)C1C(Cl)=CC=CN=1)(C)C>[C:13]1([C:19]2[O:20][CH:21]=[C:22]([C:6]3[N:7]=[CH:8][CH:9]=[CH:10][C:5]=3[C:4]([O:3][CH2:1][CH3:2])=[O:12])[N:23]=2)[CH:14]=[CH:15][CH:16]=[CH:17][CH:18]=1 |f:2.3.4|. Procedure details: [1,3-Bis(2,6-Diisopropylphenyl)imidazol-2-ylidene](3-chloropyridyl)palladium(II) dichloride (22 mg, 0.032 mmol) was added to a mixture of ethyl-2-chloronicotinate (120 mg, 0.647 mmol) and 2-phenyl-4-(4,4,5,5-tetramethyl-1,3,2-dioxaborolan-2-yl)oxazole (220 mg, 0.811 mmol) in dioxane (5 mL). After the addition of K2CO3 (402 mg, 2.910 mmol) the reaction mixture was heated at 65° C. for 4 h and then allowed to cool to room temperature. Water was added and the mixture was extracted with EtOAc. The c...